From a dataset of the Open Reaction Database (ORD), a public repository of structured organic reaction records. describe an organic reaction: reactants, conditions, products, and yield RXN SMILES: [C:30]([CH3:31])([CH3:32])([CH3:33])[O:34][C:35](=[O:36])[N:37]1[C:38]([CH3:43])([CH3:44])[CH2:39][NH:40][CH2:41][CH2:42]1.[C:45]([O:46][BH-:47]([O:48][C:49](=[O:50])[CH3:51])[O:52][C:53](=[O:54])[CH3:55])(=[O:56])[CH3:57].[CH2:1]([CH3:2])[c:3]1[n:4][c:5]2[c:6]([n:7]1-[c:8]1[n:9][c:10]([N:20]3[CH2:21][CH2:22][O:23][CH2:24][CH2:25]3)[c:11]3[n:12][c:13]([CH:18]=[O:19])[n:14]([CH3:17])[c:15]3[n:16]1)[cH:26][cH:27][cH:28][cH:29]2.[Na+:58]>>[CH2:1]([CH3:2])[c:3]1[n:4][c:5]2[c:6]([n:7]1-[c:8]1[n:9][c:10]([N:20]3[CH2:21][CH2:22][O:23][CH2:24][CH2:25]3)[c:11]3[n:12][c:13]([CH2:18][N:40]4[CH2:39][C:38]([CH3:43])([CH3:44])[N:37]([C:35]([O:34][C:30]([CH3:31])([CH3:32])[CH3:33])=[O:36])[CH2:42][CH2:41]4)[n:14]([CH3:17])[c:15]3[n:16]1)[cH:26][cH:27][cH:28][cH:29]2. The reactants are CC(C)(C)OC(=O)N1CCNCC1(C)C, CC(=O)O[BH-](OC(C)=O)OC(C)=O, CCc1nc2ccccc2n1-c1nc(N2CCOCC2)c2nc(C=O)n(C)c2n1, [Na+]. Product: CCc1nc2ccccc2n1-c1nc(N2CCOCC2)c2nc(CN3CCN(C(=O)OC(C)(C)C)C(C)(C)C3)n(C)c2n1. Reactants: FC1=CC=C(COC2=CC=C(C=O)C=C2)C=C1 (4-(4-fluorobenzyloxy)benzaldehyde), C(C)(C)(C)NO (N-tert-butylhydroxylamine). Reagents/catalysts: C1(=CC=C(C=C1)S(=O)(=O)O)C (p-toluenesulfonic acid). Run in C1=CC=CC=C1 (benzene). The product is FC1=CC=C(COC2=CC=C(C=C2)C=[N+]([O-])C(C)(C)C)C=C1 (α-[4-(4-Fluorobenzyloxy)phenyl]-N-tert-butylnitrone). Reaction SMILES: [F:1][C:2]1[CH:17]=[CH:16][C:5]([CH2:6][O:7][C:8]2[CH:15]=[CH:14][C:11]([CH:12]=O)=[CH:10][CH:9]=2)=[CH:4][CH:3]=1.[C:18]([NH:22][OH:23])([CH3:21])([CH3:20])[CH3:19]>C1(C)C=CC(S(O)(=O)=O)=CC=1.C1C=CC=CC=1>[F:1][C:2]1[CH:17]=[CH:16][C:5]([CH2:6][O:7][C:8]2[CH:15]=[CH:14][C:11]([CH:12]=[N+:22]([C:18]([CH3:21])([CH3:20])[CH3:19])[O-:23])=[CH:10][CH:9]=2)=[CH:4][CH:3]=1. Procedure: The title compound was prepared by refluxing a benzene solution of 4-(4-fluorobenzyloxy)benzaldehyde and N-tert-butylhydroxylamine for 21 hours with p-toluenesulfonic acid as a catalyst. The title compound was obtained as a solid in 98.5% yield, m.p. 180.3° C. (Rf =0.16 on a silica gel plate using hexanes: EtOAc, 1:1, v/v, as an eluant). The reactants are CC2(C)COB(c1ccccc1)OC2 (effective_coupling_partner), CCN(CC)C(=O)Oc1ccccc1 (substrate). The reagents and catalysts are I(2-Ad). Conditions: temperature 120 celsius, time 24 hour. Yields the product c2ccc(c1ccccc1)cc2. The reactants are ClC1=C(C=O)C=CC=C1 (2-chlorobenzaldehyde), N(=[N+]=[N-])CC(=O)OC (methyl azidoacetate), [Na] (Sodium). The solvent is CO (methanol). Conditions: temperature -18 celsius, time 3 hour. The product is N(=[N+]=[N-])C(C(=O)OC)=CC1=C(C=CC=C1)Cl (Methyl 2-azido-3-(2-chlorophenyl)propenoate). RXN SMILES: [Na].[Cl:2][C:3]1[CH:10]=[CH:9][CH:8]=[CH:7][C:4]=1[CH:5]=O.[N:11]([CH2:14][C:15]([O:17][CH3:18])=[O:16])=[N+:12]=[N-:13]>CO>[N:11]([C:14](=[CH:5][C:4]1[CH:7]=[CH:8][CH:9]=[CH:10][C:3]=1[Cl:2])[C:15]([O:17][CH3:18])=[O:16])=[N+:12]=[N-:13] |^1:0|. Procedure: Sodium pieces(3.678 g, 160 mmol) were added in portions to methanol (200 ml) over a 30 minute period. The resulting solution was cooled in a dry ice/acetone bath to −18° C. and then over one hour a mixture of 2-chlorobenzaldehyde (4.832 g, 40 mmol) and methyl azidoacetate (160 mmol) was added at a rate that maintained the temperature below −15° C. After three hours, the solution was stored at 5° C. for two days to give crystalline material which was collected by filtration and washed with cold h... Starting materials: S1C(=NC=C1)C(=O)C1=CC(=CC=C1)OCC1=CC2=CC=CC=C2C=C1 (3-(naphth-2-ylmethoxy)phenyl 2-thiazolyl ketone), C(C)(C)O[Mg]C[SiH](C)C.[Cl-] (isopropoxydimethylsilylmethylmagnesium chloride). The solvent is O1CCCC1 (tetrahydrofuran). Run at time 1 hour. The product is OC(C(OC(C)C)[SiH](C)C)(C1=CC(=CC=C1)OCC1=CC2=CC=CC=C2C=C1)C=1SC=CN1 (2-[1-hydroxy-2-isopropoxydimethylsilyl-1-(3-(naphth-2-ylmethoxy)phenyl)ethyl]thiazole). Reaction SMILES: [S:1]1[CH:5]=[CH:4][N:3]=[C:2]1[C:6]([C:8]1[CH:13]=[CH:12][CH:11]=[C:10]([O:14][CH2:15][C:16]2[CH:25]=[CH:24][C:23]3[C:18](=[CH:19][CH:20]=[CH:21][CH:22]=3)[CH:17]=2)[CH:9]=1)=[O:7].C(O[Mg][CH2:31][SiH:32]([CH3:34])[CH3:33])(C)C.[Cl-]>O1CCCC1>[OH:7][C:6]([C:2]1[S:1][CH:5]=[CH:4][N:3]=1)([C:8]1[CH:13]=[CH:12][CH:11]=[C:10]([O:14][CH2:15][C:16]2[CH:25]=[CH:24][C:23]3[C:18](=[CH:19][CH:20]=[CH:21][CH:22]=3)[CH:17]=2)[CH:9]=1)[CH:31]([SiH:32]([CH3:33])[CH3:34])[O:7][CH:6]([CH3:8])[CH3:2] |f:1.2|. Procedure details: A solution of 3-(naphth-2-ylmethoxy)phenyl 2-thiazolyl ketone (4.84 g; Note f. above) in tetrahydrofuran (5 ml) was added dropwise to a solution of isopropoxydimethylsilylmethylmagnesium chloride [prepared as described in J. Org. Chem., 1983, 48, 2120 from chloromethylisopropoxydimethylsilane (4.2 g) and magnesium powder (0.6 g) in tetrahydrofuran (7 ml)]. The mixture was stirred at ambient temperature for 1 hour, washed with saturated aqueous solution of ammonium chloride and then with a satura... Procedure details: Another process to obtain boric acid starting from minerals containing calcium, sodium and boron, such as ulexite, is described by Werner Janik et al in the Polish Patent No. 218,576, issued Sept. 26, 1979 appearing in German publication No. 3,029,349, issued Apr. 16, 1981. It includes the manufacture of boric acid from Peruvian ulexite by heating of said ulexite in 96% sulfuric acid in an amount sufficient to precipitate calcium sulfate, resulting in a suspension of calcium sulfate in a solutio... The reactants are [Ca] (calcium), [Na] (sodium), [B] (boron), ulexite, ulexite, ulexite, S(O)(O)(=O)=O (sulfuric acid), B(O)(O)O (boric acid). RXN SMILES: [Ca:1].[Na].[B].[B:4]([OH:7])([OH:6])[OH:5].[S:8](=[O:12])(=[O:11])([OH:10])[OH:9]>>[S:8]([O-:12])([O-:11])(=[O:10])=[O:9].[Ca+2:1].[B:4]([OH:7])([OH:6])[OH:5] |f:5.6,^1:1|. The product is S(=O)(=O)([O-])[O-].[Ca+2] (calcium sulfate), B(O)(O)O (boric acid). The reactants are O=c1c2ccccc2c(Br)nn1-c1ccc(Sc2ccccc2)cc1, ClCCl, O=C(OO)c1cccc(Cl)c1. Yields the product O=c1c2ccccc2c(Br)nn1-c1ccc(S(=O)c2ccccc2)cc1. RXN SMILES: [Br:1][c:2]1[n:3][n:4](-[c:13]2[cH:14][cH:15][c:16]([S:19][c:20]3[cH:21][cH:22][cH:23][cH:24][cH:25]3)[cH:17][cH:18]2)[c:5](=[O:12])[c:6]2[cH:7][cH:8][cH:9][cH:10][c:11]12.[Cl:37][CH2:38][Cl:39].[OH:26][O:27][C:28]([c:29]1[cH:30][c:31]([Cl:32])[cH:33][cH:34][cH:35]1)=[O:36]>>[Br:1][c:2]1[n:3][n:4](-[c:13]2[cH:14][cH:15][c:16]([S:19]([c:20]3[cH:21][cH:22][cH:23][cH:24][cH:25]3)=[O:26])[cH:17][cH:18]2)[c:5](=[O:12])[c:6]2[cH:7][cH:8][cH:9][cH:10][c:11]12.